From a dataset of the Open Reaction Database (ORD), a public repository of structured organic reaction records. describe an organic reaction: reactants, conditions, products, and yield The reactants are CCC(C)(C)CC(O)CNC(=O)CCc1ccc(Br)cc1, ClCCl, [Na+], [Na+], [Na+], O=C([O-])O, O=S([O-])([O-])=S. Product: CCC(C)(C)CC(=O)CNC(=O)CCc1ccc(Br)cc1. As a reaction SMILES: [Br:1][c:2]1[cH:3][cH:4][c:5]([CH2:8][CH2:9][C:10](=[O:11])[NH:12][CH2:13][CH:14]([CH2:15][C:16]([CH2:17][CH3:18])([CH3:19])[CH3:20])[OH:21])[cH:6][cH:7]1.[Cl:34][CH2:35][Cl:36].[Na+:26].[Na+:27].[Na+:28].[O-:22][C:23]([OH:24])=[O:25].[O-:29][S:30]([O-:31])(=[S:32])=[O:33]>>[Br:1][c:2]1[cH:3][cH:4][c:5]([CH2:8][CH2:9][C:10](=[O:11])[NH:12][CH2:13][C:14]([CH2:15][C:16]([CH2:17][CH3:18])([CH3:19])[CH3:20])=[O:21])[cH:6][cH:7]1. The product is C(C)(C)C1=NN2C(N=C(C(=C2O)C2=CC=CC=C2)O)=N1 (2-Isopropyl-6-phenyl[1,2,4]triazolo[1,5-a]pyrimidine-5,7-diol). RXN SMILES: [NH2:1][C:2]1[N:6]=[C:5]([CH:7]([CH3:9])[CH3:8])[NH:4][N:3]=1.[C:10]1([CH:16]([C:22](OCC)=[O:23])[C:17](OCC)=[O:18])[CH:15]=[CH:14][CH:13]=[CH:12][CH:11]=1>C(N(CCCC)CCCC)CCC.[OH-].[Na+]>[CH:7]([C:5]1[N:6]=[C:2]2[N:1]=[C:17]([OH:18])[C:16]([C:10]3[CH:15]=[CH:14][CH:13]=[CH:12][CH:11]=3)=[C:22]([OH:23])[N:3]2[N:4]=1)([CH3:9])[CH3:8] |f:3.4|. Procedure: A solution of 5.00 g 3-amino-5-isopropyl-1,2,4-triazol and 11.24 g diethyl phenylmalonate in 18 ml N,N-dibutylbutan-1-amine is stirred at 185° C. over night. The solution is diluted with 20% w/w NaOH solution, the resulting mixture is stirred for 30 min. The aqueous layer is washed with diethylether, acidified at 0° C. with concentrated HCl until precipition of the product is complete. The precipitate is collected by filtration to yield the product, which is used without further purification. Starting materials: NC1=NNC(=N1)C(C)C (3-amino-5-isopropyl-1,2,4-triazol), C1(=CC=CC=C1)C(C(=O)OCC)C(=O)OCC (diethyl phenylmalonate). Reaction conditions: time 30 minute. Solvent: C(CCC)N(CCCC)CCCC (N,N-dibutylbutan-1-amine), [OH-].[Na+] (NaOH). The product is COc1cc(C(=O)O)ccc1Nc1ncc2c(n1)N(C(C)C)CCC(=O)N2C. Reaction SMILES: [CH3:30][CH2:31][OH:32].[Cl:1][c:2]1[n:3][cH:4][c:5]2[c:6]([n:17]1)[N:7]([CH:14]([CH3:15])[CH3:16])[CH2:8][CH2:9][C:10](=[O:13])[N:11]2[CH3:12].[ClH:33].[NH2:18][c:19]1[c:20]([O:28][CH3:29])[cH:21][c:22]([C:23](=[O:24])[OH:25])[cH:26][cH:27]1.[OH2:34]>>[c:2]1([NH:18][c:19]2[c:20]([O:28][CH3:29])[cH:21][c:22]([C:23](=[O:24])[OH:25])[cH:26][cH:27]2)[n:3][cH:4][c:5]2[c:6]([n:17]1)[N:7]([CH:14]([CH3:15])[CH3:16])[CH2:8][CH2:9][C:10](=[O:13])[N:11]2[CH3:12]. Starting materials: CCO, CC(C)N1CCC(=O)N(C)c2cnc(Cl)nc21, Cl, COc1cc(C(=O)O)ccc1N, O. The reactants are C(C1=CC=CC=C1)(=O)OCCOC(=S)C (Methylthiocarbonyloxyethyl benzoate), OP(=O)(O)[O-].OP(=O)([O-])[O-].[Na+].[Na+].[Na+].[Cl-].[Cl-].[K+].[K+] (phosphate buffered saline), FC([C@H](O)C=1C2=CC=CC=C2C=C2C=CC=CC12)(F)F ((R)-(−)-2,2,2-trifluoro-1-(9-anthryl)ethanol). Run in CCOCC (ether). Run at time 12 hour. The product is C(C1=CC=CC=C1)(=O)O[C@@H](C)OC(=S)C ((1R)-1-Methylthiocarbonyloxyethyl benzoate). Reaction SMILES: C(O[CH2:10][CH2:11][O:12][C:13]([CH3:15])=[S:14])(=O)C1C=CC=CC=1.FC(F)(F)[C@@H:18]([C:20]1[C:21]2[C:26]([CH:27]=[C:28]3[C:33]=1C=CC=C3)=CC=CC=2)[OH:19].[OH:36]P([O-])(O)=O.OP([O-])([O-])=O.[Na+].[Na+].[Na+].[Cl-].[Cl-].[K+].[K+]>CCOCC>[C:18]([O:19][C@H:11]([O:12][C:13]([CH3:15])=[S:14])[CH3:10])(=[O:36])[C:20]1[CH:33]=[CH:28][CH:27]=[CH:26][CH:21]=1 |f:2.3.4.5.6.7.8.9.10|. Reported procedure: A mixture of 1-methylthiocarbonyloxyethyl benzoate (2g) (50 g) and lipase from Candida rugosa (2.50 g) in pH 7.2 phosphate buffered saline (500 mL) was stirred at room temperature. The reaction was monitored by 1H-NMR using the chiral solvating agent (R)-(−)-2,2,2-trifluoro-1-(9-anthryl)ethanol. The reaction was complete after ca. 12 hours. The reaction mixture was diluted with ether and the ether layer separated and filtered through a pad of CELITE® 545 to remove the enzyme. The ether layer was...